Dataset: the Open Reaction Database (ORD), a public repository of structured organic reaction records. Task: describe an organic reaction: reactants, conditions, products, and yield The reactants are C1(=CC=CC=C1)C(N1C=NC2=C1C=CC(=C2)O)(C2=CC=CC=C2)C2=CC=CC=C2 (1-(triphenylmethyl)-1H-benzimidazol-5-ol), C1(=CC=CC=C1)C(N1C=NC2=C1C=C(C=C2)O)(C2=CC=CC=C2)C2=CC=CC=C2 (1-(triphenylmethyl)-1H-benzimidazol-6-ol), FC1=C(C=C(C=O)C=C1)OC (4-fluoro-3-(methyloxy)benzaldehyde), C([O-])([O-])=O.[Cs+].[Cs+] (cesium carbonate). Run in CN(C=O)C (dimethylformamide), O (water). Run at time 4 day. The product is N1C=NC2=C1C=CC(=C2)OC2=C(C=C(C=O)C=C2)OC (4-(1H-benzimidazol-5-yloxy)-3-(methyloxy)benzaldehyde). RXN SMILES: C1(C(C2C=CC=CC=2)(C2C=CC=CC=2)[N:8]2[C:12]3[CH:13]=[CH:14][C:15]([OH:17])=[CH:16][C:11]=3[N:10]=[CH:9]2)C=CC=CC=1.C1(C(C2C=CC=CC=2)(C2C=CC=CC=2)N2C3C=C(O)C=CC=3N=C2)C=CC=CC=1.F[C:60]1[CH:67]=[CH:66][C:63]([CH:64]=[O:65])=[CH:62][C:61]=1[O:68][CH3:69].C(=O)([O-])[O-].[Cs+].[Cs+]>CN(C)C=O.O>[NH:8]1[C:12]2[CH:13]=[CH:14][C:15]([O:17][C:60]3[CH:67]=[CH:66][C:63]([CH:64]=[O:65])=[CH:62][C:61]=3[O:68][CH3:69])=[CH:16][C:11]=2[N:10]=[CH:9]1 |f:3.4.5|. Reported procedure: A mixture of 1-(triphenylmethyl)-1H-benzimidazol-5-ol and 1-(triphenylmethyl)-1H-benzimidazol-6-ol (750 mg, 2.0 mmol), 4-fluoro-3-(methyloxy)benzaldehyde (461 mg, 3.0 mmol) and cesium carbonate (972 mg, 3.0 mmol) were heated in dimethylformamide at 80 degrees centigrade for 2 hours. The reaction was diluted with water and extracted twice with ethyl acetate. The organic layers were washed with brine, dried over MgSO4, concentrated and dried under vacuum for approximately 18 hours. The residue was... Starting materials: N(C(=N)N)C=1SC=C(N1)C1=CC(=CC=C1)N (2-guanidino-4-(3-amino-phenyl)-thiazole), ethyl N-cyano-formamidate. Run in C(C)O (ethanol). The product is C(#N)NC=NC1=CC(=CC=C1)C=1N=C(SC1)NC(=N)N (N-Cyano-N'-[3-(2-guanidino-4-thiazolyl)-phenyl]-formamidine). The yield is 161.2%. RXN SMILES: [NH:1]([C:5]1[S:6][CH:7]=[C:8]([C:10]2[CH:15]=[CH:14][CH:13]=[C:12]([NH2:16])[CH:11]=2)[N:9]=1)[C:2]([NH2:4])=[NH:3]>C(O)C>[C:5]([NH:9][CH:8]=[N:16][C:12]1[CH:13]=[CH:14][CH:15]=[C:10]([C:8]2[N:9]=[C:5]([NH:1][C:2]([NH2:4])=[NH:3])[S:6][CH:7]=2)[CH:11]=1)#[N:1]. Procedure: A solution of 9.33 gm of 2-guanidino-4-(3-amino-phenyl)-thiazole and 3.93 gm of ethyl N-cyano-formamidate in 65 ml of ethanol was stirred at room temperature overnight. The crystalline product which separated out was collected by filtration, washed with cold ethanol and dried, yielding 9.2 gm of the title compound, m.p. 215° C. (dec.) Reactants: Cl (hydrochloride), CC1=C(C(=CC=C1)C)N=C=O (2,6-dimethylphenylisocyanate), C(C)(=O)OCC (ethyl acetate), C(C)N1C(CCC1)=N (1-ethyl-2-iminopyrrolidine). Solvent: C1=CC=CC=C1 (benzene), C1=CC=CC=C1 (benzene). Reaction conditions: time 4 hour. The product is CC1=C(C(=CC=C1)C)NC(=O)N=C1N(CCC1)CC (1-(2,6-dimethylphenyl)-3-(1-ethyl-2-pyrrolidylidene)urea). Reaction SMILES: Cl.[CH2:2]([N:4]1[CH2:8][CH2:7][CH2:6][C:5]1=[NH:9])[CH3:3].[CH3:10][C:11]1[CH:16]=[CH:15][CH:14]=[C:13]([CH3:17])[C:12]=1[N:18]=[C:19]=[O:20].C(OCC)(=O)C>C1C=CC=CC=1>[CH3:17][C:13]1[CH:14]=[CH:15][CH:16]=[C:11]([CH3:10])[C:12]=1[NH:18][C:19]([N:9]=[C:5]1[CH2:6][CH2:7][CH2:8][N:4]1[CH2:2][CH3:3])=[O:20]. Procedure details: The hydrochloride of 1-ethyl-2-iminopyrrolidine (7.43 g.; 0.05 mole) is converted to free base (5.6 g.; 0.05 mole) in benzene in the usual manner. Then 7.35 g. (0.05 mole) of 2,6-dimethylphenylisocyanate, dissolved in anhydrous benzene, is added. The reaction mixture is stirred at room temperature for 13/4 hours and then the solvent is evaporated to dryness in vacuo to give an oily residue. Trituration with ethyl acetate and cooling produces a solid product, 1-(2,6-dimethylphenyl)-3-(1-ethyl-2-p... Starting materials: ClC=1C=C(N)C=CC1Cl (3,4-Dichloroaniline), C(=S)(Cl)Cl (thiophosgene). Solvent: O (H2O). Conditions: temperature 15 celsius, time 1 hour. Yields the product ClC=1C=C(C=CC1Cl)N=C=S (3,4-dichlorophenylisothiocyanate). As a reaction SMILES: [Cl:1][C:2]1[CH:3]=[C:4]([CH:6]=[CH:7][C:8]=1[Cl:9])[NH2:5].[C:10](Cl)(Cl)=[S:11]>O>[Cl:1][C:2]1[CH:3]=[C:4]([N:5]=[C:10]=[S:11])[CH:6]=[CH:7][C:8]=1[Cl:9]. Procedure: 3,4-Dichloroaniline (19.44 g., 120 mM.) is added with vigorous stirring to a solution of thiophosgene in H2O (100 ml.) while maintaining the temperature at 15° C during the addition. The reaction is allowed to warm slowly to room temperature and is stirred for 1 hr. The aqueous layer is separated and extracted with 3 × 50 ml. CHCl3 ; the combined organic layers are dried over CaCl2 and filtered. The filtrate is evaporated in vacuo to give 3,4-dichlorophenylisothiocyanate (20.5 g.) which is used ...